Dataset: the Open Reaction Database (ORD), a public repository of structured organic reaction records. Task: describe an organic reaction: reactants, conditions, products, and yield Reactants: N(=[N+]=[N-])[C@H](C(=O)NC1=C(CC[C@@H]2CN([C@@H](CO2)COC(NCC(F)(F)F)=O)C(=O)OC(C)(C)C)C(=CC=C1)F)[C@H](C1=CC=CC=C1)C1=CC(=C(C=C1)OC)Cl ((2R,5S)-tert-butyl 2-(2-((2S,3R)-2-azido-3-(3-chloro-4-methoxyphenyl)-3-phenylpropanamido)-6-fluorophenethyl)-5-((((2,2,2-trifluoroethyl)carbamoyl)oxy)methyl)morpholine-4-carboxylate), CP(C)C (trimethylphosphine). Run in CCOC(=O)C (EtOAc), O (water), O (water). Reaction conditions: time 2 hour. The product is N[C@H](C(=O)NC1=C(CC[C@@H]2CN([C@@H](CO2)COC(NCC(F)(F)F)=O)C(=O)OC(C)(C)C)C(=CC=C1)F)[C@H](C1=CC=CC=C1)C1=CC(=C(C=C1)OC)Cl ((2R,5S)-tert-butyl 2-(2-((2S,3R)-2-amino-3-(3-chloro-4-methoxyphenyl)-3-phenylpropanamido)-6-fluorophenethyl)-5-((((2,2,2-trifluoroethyl)carbamoyl)oxy)methyl)morpholine-4-carboxylate). RXN SMILES: [N:1]([C@@H:4]([C@@H:40]([C:47]1[CH:52]=[CH:51][C:50]([O:53][CH3:54])=[C:49]([Cl:55])[CH:48]=1)[C:41]1[CH:46]=[CH:45][CH:44]=[CH:43][CH:42]=1)[C:5]([NH:7][C:8]1[CH:38]=[CH:37][CH:36]=[C:35]([F:39])[C:9]=1[CH2:10][CH2:11][C@H:12]1[O:17][CH2:16][C@@H:15]([CH2:18][O:19][C:20](=[O:27])[NH:21][CH2:22][C:23]([F:26])([F:25])[F:24])[N:14]([C:28]([O:30][C:31]([CH3:34])([CH3:33])[CH3:32])=[O:29])[CH2:13]1)=[O:6])=[N+]=[N-].CP(C)C>CCOC(C)=O.O>[NH2:1][C@@H:4]([C@@H:40]([C:47]1[CH:52]=[CH:51][C:50]([O:53][CH3:54])=[C:49]([Cl:55])[CH:48]=1)[C:41]1[CH:42]=[CH:43][CH:44]=[CH:45][CH:46]=1)[C:5]([NH:7][C:8]1[CH:38]=[CH:37][CH:36]=[C:35]([F:39])[C:9]=1[CH2:10][CH2:11][C@H:12]1[O:17][CH2:16][C@@H:15]([CH2:18][O:19][C:20](=[O:27])[NH:21][CH2:22][C:23]([F:26])([F:25])[F:24])[N:14]([C:28]([O:30][C:31]([CH3:33])([CH3:34])[CH3:32])=[O:29])[CH2:13]1)=[O:6]. Procedure: To a solution of the product from step 2 (160 mg, 0.20 mmol) in EtOAc (8 mL) and water (2 mL), was added trimethylphosphine (1.0 mL, 1M solution in THF, 1.0 mmol). The reaction mixture was stirred at ambient temperature for 2 h, then diluted with water (20 mL) and extracted with EtOAc (25 mL×3). The combined organic extracts were washed with brine (25 mL), dried (Na2SO4), filtered and concentrated under reduced pressure to provide the title compound as colorless oil. (M+H)+=767. Starting materials: O=C([O-])[O-], CN(C)C=O, COc1ccc(S(=O)(=O)NC(C)c2ccccc2-c2cc(F)ccc2F)cc1, [K+], [K+]. Product: COc1ccc(S(=O)(=O)N2c3ccc(F)cc3-c3ccccc3C2C)cc1. Reaction SMILES: [C:29](=[O:30])([O-:31])[O-:32].[CH3:35][N:36]([CH3:37])[CH:38]=[O:39].[F:1][c:2]1[c:3](-[c:9]2[c:10]([CH:15]([CH3:16])[NH:17][S:18](=[O:19])(=[O:20])[c:21]3[cH:22][cH:23][c:24]([O:27][CH3:28])[cH:25][cH:26]3)[cH:11][cH:12][cH:13][cH:14]2)[cH:4][c:5]([F:8])[cH:6][cH:7]1.[K+:33].[K+:34]>>[c:2]12[c:3]([cH:4][c:5]([F:8])[cH:6][cH:7]1)-[c:9]1[c:10]([cH:11][cH:12][cH:13][cH:14]1)[CH:15]([CH3:16])[N:17]2[S:18](=[O:19])(=[O:20])[c:21]1[cH:22][cH:23][c:24]([O:27][CH3:28])[cH:25][cH:26]1. The reactants are C(C#CC(=O)OCC)(=O)OCC (Diethyl but-2-ynedioate), COC1=CC=C(C=C1)C(CNNC(=O)OC(C)(C)C)=O (tert-butyl 2-[2-(4-methoxyphenyl)-2-oxoethyl]hydrazinecarboxylate). Run in C(C)O (ethanol). The product is C(C)(C)(C)OC(=O)NN(CC(=O)C1=CC=C(C=C1)OC)C(C(=O)OCC)=CC(=O)OCC (diethyl 2-{2-(tert-butoxycarbonyl)-1-[2-(4-methoxyphenyl)-2-oxoethyl]hydrazinyl}but-2-enedioate). As a reaction SMILES: [C:1]([O:10][CH2:11][CH3:12])(=[O:9])[C:2]#[C:3][C:4]([O:6][CH2:7][CH3:8])=[O:5].[CH3:13][O:14][C:15]1[CH:20]=[CH:19][C:18]([C:21](=[O:32])[CH2:22][NH:23][NH:24][C:25]([O:27][C:28]([CH3:31])([CH3:30])[CH3:29])=[O:26])=[CH:17][CH:16]=1>C(O)C>[C:28]([O:27][C:25]([NH:24][N:23]([C:2](=[CH:3][C:4]([O:6][CH2:7][CH3:8])=[O:5])[C:1]([O:10][CH2:11][CH3:12])=[O:9])[CH2:22][C:21]([C:18]1[CH:17]=[CH:16][C:15]([O:14][CH3:13])=[CH:20][CH:19]=1)=[O:32])=[O:26])([CH3:31])([CH3:30])[CH3:29]. Procedure details: Diethyl but-2-ynedioate (1.6 equivalents) was added to a stirred solution of crude tert-butyl 2-[2-(4-methoxyphenyl)-2-oxoethyl]hydrazinecarboxylate (2 g) in ethanol at 0° C. The reaction was monitored by LCMS. Upon completion, the reaction mixture was concentrated in vacuo to give crude diethyl 2-{2-(tert-butoxycarbonyl)-1-[2-(4-methoxyphenyl)-2-oxoethyl]hydrazinyl}but-2-enedioate (1.3 g). The material was carried through without purification. ESI-MI m/z [M+H]+ 451. Reactants: ClCCl, O=C(O)C=Cc1ccc(Cl)cc1, O=S(Cl)Cl. Yields the product [Cl-], O=C(O)C=Cc1ccc(Cl)cc1. Reaction SMILES: [Cl:17][CH2:18][Cl:19].[Cl:5][c:6]1[cH:7][cH:8][c:9]([CH:10]=[CH:11][C:12](=[O:13])[OH:14])[cH:15][cH:16]1.[S:1]([Cl:2])([Cl:3])=[O:4]>>[Cl-:3].[Cl:5][c:6]1[cH:7][cH:8][c:9]([CH:10]=[CH:11][C:12](=[O:13])[OH:14])[cH:15][cH:16]1. The reactants are OC1=CC(NC1C(C)C)=O (4-hydroxy-5-isopropyl-1,5-dihydro-pyrrol-2-one), FC1=CC=C(C=O)C=C1 (4-fluoro-benzaldehyde), N1C=C(C2=CC=CC=C12)CCNC(C)=O (N-[2-(1H-indol-3-yl)-ethyl]-acetamide). The product is FC1=CC=C(C=C1)C(C=1NC2=CC=CC=C2C1CCNC(C)=O)C=1C(NC(C1O)C(C)C)=O (N-(2-{2-[(4-Fluoro-phenyl)-(4-hydroxy-5-isopropyl-2-oxo-2,5-dihydro-1H-pyrrol-3-yl)-methyl]-1H-indol-3-yl}-ethyl)-acetamide). As a reaction SMILES: [OH:1][C:2]1[CH:6]([CH:7]([CH3:9])[CH3:8])[NH:5][C:4](=[O:10])[CH:3]=1.[F:11][C:12]1[CH:19]=[CH:18][C:15]([CH:16]=O)=[CH:14][CH:13]=1.[NH:20]1[C:28]2[C:23](=[CH:24][CH:25]=[CH:26][CH:27]=2)[C:22]([CH2:29][CH2:30][NH:31][C:32](=[O:34])[CH3:33])=[CH:21]1>>[F:11][C:12]1[CH:19]=[CH:18][C:15]([CH:16]([C:3]2[C:4](=[O:10])[NH:5][CH:6]([CH:7]([CH3:9])[CH3:8])[C:2]=2[OH:1])[C:21]2[NH:20][C:28]3[C:23]([C:22]=2[CH2:29][CH2:30][NH:31][C:32](=[O:34])[CH3:33])=[CH:24][CH:25]=[CH:26][CH:27]=3)=[CH:14][CH:13]=1. Reported procedure: Using general procedure C, 4-hydroxy-5-isopropyl-1,5-dihydro-pyrrol-2-one (Lit. 11) was reacted with 4-fluoro-benzaldehyde and N-[2-(1H-indol-3-yl)-ethyl]-acetamide to give the title compound as a yellow solid. MS: 450.3 ([M+H]+). The reactants are O (water), C([O-])([O-])=O.[K+].[K+] (potassium carbonate), ClC(CC)Br (chlorobromopropane), C(C)C1=CC=C(C=C1)CNC1=C(C=C(C(=O)C2=CN(C3=CC=CC=C23)CCCC(=O)OCC)C=C1)O (Ethyl 4-{3-[4-(4-ethylphenyl)methylamino-3-hydroxybenzoyl]indol-1-yl}butanoate). Run in C(C)(=O)OCC (ethyl acetate), CN(C=O)C (N,N-dimethylformamide). Run at time 4 hour. Yields the product ClCCCOC1=C(C(=O)C2=CN(C3=CC=CC=C23)CCCC(=O)OCC)C=CC(=C1)NCC1=CC=C(C=C1)CC (ethyl 4-{3-[3-chloropropoxy-4-(4-ethylphenyl)methylaminobenzoyl]indol-1-yl}butanoate). RXN SMILES: [CH2:1]([C:3]1[CH:8]=[CH:7][C:6]([CH2:9][NH:10][C:11]2[CH:35]=[CH:34][C:14]([C:15]([C:17]3[C:25]4[C:20](=[CH:21][CH:22]=[CH:23][CH:24]=4)[N:19]([CH2:26][CH2:27][CH2:28][C:29]([O:31][CH2:32][CH3:33])=[O:30])[CH:18]=3)=[O:16])=[CH:13][C:12]=2O)=[CH:5][CH:4]=1)[CH3:2].C(=O)([O-])[O-:38].[K+].[K+].[Cl:43][CH:44](Br)[CH2:45][CH3:46].O>CN(C)C=O.C(OCC)(=O)C>[Cl:43][CH2:44][CH2:45][CH2:46][O:38][C:13]1[CH:12]=[C:11]([NH:10][CH2:9][C:6]2[CH:7]=[CH:8][C:3]([CH2:1][CH3:2])=[CH:4][CH:5]=2)[CH:35]=[CH:34][C:14]=1[C:15]([C:17]1[C:25]2[C:20](=[CH:21][CH:22]=[CH:23][CH:24]=2)[N:19]([CH2:26][CH2:27][CH2:28][C:29]([O:31][CH2:32][CH3:33])=[O:30])[CH:18]=1)=[O:16] |f:1.2.3|. Procedure details: Ethyl 4-{3-[4-(4-ethylphenyl)methylamino-3-hydroxybenzoyl]indol-1-yl}butanoate (39.3 g) was dissolved in N,N-dimethylformamide (200 ml), and potassium carbonate (22.4 g) and chlorobromopropane (24 ml) were added to the solution. The mixture was stirred at room temperature for four hours. The reaction mixture was poured into water, and ethyl acetate was further added for extraction. The formed organic layer was sequentially washed with 1N hydrochloric acid, saturated sodium bicarbonate, and brine... Starting materials: C([O-])(O)=O.[Na+] (sodium bicarbonate), FC1=CC=C(C(=O)C2CCNCC2)C=C1 (4-(4-fluorobenzoyl)piperidine), ClCCCN1C2=CC=CC=C2SC=2C=CC(=CC12)SC (10-(3-chloropropyl)-2-methylthiophenothiazine). The solvent is CN(C=O)C (dimethylformamide), CN(C=O)C (dimethylformamide), CN(C=O)C (dimethylformamide). Conditions: temperature 78 celsius, time 4 hour. Product: FC1=CC=C(C(=O)C2CCN(CC2)CCCN2C3=CC=CC=C3SC=3C=CC(=CC23)SC)C=C1 (4-(4-fluorobenzoyl)-1-[3-(2-methylthio-10H-phenothiazin-10-yl)propyl]piperidine). The yield is 50.0%. As a reaction SMILES: C(=O)(O)[O-].[Na+].[F:6][C:7]1[CH:20]=[CH:19][C:10]([C:11]([CH:13]2[CH2:18][CH2:17][NH:16][CH2:15][CH2:14]2)=[O:12])=[CH:9][CH:8]=1.Cl[CH2:22][CH2:23][CH2:24][N:25]1[C:38]2[CH:37]=[C:36]([S:39][CH3:40])[CH:35]=[CH:34][C:33]=2[S:32][C:31]2[C:26]1=[CH:27][CH:28]=[CH:29][CH:30]=2>CN(C)C=O>[F:6][C:7]1[CH:8]=[CH:9][C:10]([C:11]([CH:13]2[CH2:18][CH2:17][N:16]([CH2:22][CH2:23][CH2:24][N:25]3[C:38]4[CH:37]=[C:36]([S:39][CH3:40])[CH:35]=[CH:34][C:33]=4[S:32][C:31]4[C:26]3=[CH:27][CH:28]=[CH:29][CH:30]=4)[CH2:15][CH2:14]2)=[O:12])=[CH:19][CH:20]=1 |f:0.1|. Reported procedure: To a stirred solution of sodium bicarbonate (10 g) in 40 ml of dimethylformamide was added 2.5 g of 4-(4-fluorobenzoyl)piperidine in 40 ml of dimethylformamide, and 4.5 g of 10-(3-chloropropyl)-2-methylthiophenothiazine in 20 ml of dimethylformamide. The reaction mixture was stirred at 78° C. for four hours, cooled, and filtered. The filtrate was poured into water and extracted with ethyl acetate. The extract was washed with water, dried over anhydrous magnesium sulfate, filtred and concentrated... The reactants are O[C@H](CC(=O)OC)C (Methyl (S)-(+)-3-hydroxybutyrate), ClC(C(OCC1=CC=CC=C1)=N)(Cl)Cl (benzyl 2,2,2-trichloroacetimidate), FC(S(=O)(=O)O)(F)F (trifluoromethane sulfonic acid). The solvent is C1CCCCC1.C(Cl)Cl (cyclohexane methylene chloride), C1CCCCC1.C(Cl)Cl (cyclohexane methylene chloride). Conditions: time 1 hour. Yields the product C(C1=CC=CC=C1)O[C@H](CC(=O)OC)C (Methyl (S)-3-benzyloxybutyrate). RXN SMILES: [OH:1][C@@H:2]([CH3:8])[CH2:3][C:4]([O:6][CH3:7])=[O:5].ClC(Cl)(Cl)C(=N)O[CH2:13][C:14]1[CH:19]=[CH:18][CH:17]=[CH:16][CH:15]=1.FC(F)(F)S(O)(=O)=O>C1CCCCC1.C(Cl)Cl>[CH2:13]([O:1][C@@H:2]([CH3:8])[CH2:3][C:4]([O:6][CH3:7])=[O:5])[C:14]1[CH:19]=[CH:18][CH:17]=[CH:16][CH:15]=1 |f:3.4|. Procedure details: Methyl (S)-(+)-3-hydroxybutyrate (17) (2.223 g, 18.82 mmol) and benzyl 2,2,2-trichloroacetimidate (4.2 mL) were dissolved into 37.5 mL of cyclohexane/methylene chloride (2:1). After the addition of 0.2 mL of trifluoromethane sulfonic acid the reaction was stirred under nitrogen for one hour. The reaction was diluted with 75 mL of cyclohexane/methylene chloride (2:1) and filtered. The organic layer was washed with 50 mL of saturated sodium bicarbonate and 50 mL of distilled water. After drying wi...